This data is from the Open Reaction Database (ORD), a public repository of structured organic reaction records. The task is: describe an organic reaction: reactants, conditions, products, and yield The reactants are COC(=O)C1=C(O)c2csc(Cl)c2S(=O)(=O)N1, CI, CN(C)C=O, Cl, [H-], [Na+], O. The product is COC(=O)C1=C(O)c2csc(Cl)c2S(=O)(=O)N1C. As a reaction SMILES: [C:1](=[O:2])([O:3][CH3:4])[C:5]1=[C:10]([OH:11])[c:9]2[c:8]([c:14]([Cl:15])[s:13][cH:12]2)[S:7](=[O:16])(=[O:17])[NH:6]1.[CH3:20][I:21].[CH3:24][N:25]([CH3:26])[CH:27]=[O:28].[ClH:22].[H-:18].[Na+:19].[OH2:23]>>[C:1](=[O:2])([O:3][CH3:4])[C:5]1=[C:10]([OH:11])[c:9]2[c:8]([c:14]([Cl:15])[s:13][cH:12]2)[S:7](=[O:16])(=[O:17])[N:6]1[CH3:20]. Starting materials: [C-]#N.[K+] (potassium cyanide), O (water), ethyl α-cyano-5,6-dihydro-2-oxo-Δ1,α 4H-pyrrolo[3,2,1-ij]quinolineacetate, resultant solution, Cl (hydrogen chloride), COC(=O)C1C(NC(C12C(N1CCCC3=CC=CC2=C13)=O)=O)=O (4-methoxycarbonyl-5',6'-dihydrospiro[pyrrolidine-3,1'-[4H]pyrrolo[3,2,1-ij]quinoline]-2,2',5(1'H)-trione). Run in CO (methanol). Conditions: time 3 hour. Yields the product C12(C(N3CCCC4=CC=CC1=C34)=O)C(NC(C2)=O)=O (5',6'-dihydrospiro[pyrrolidine-3,1'-[4H]pyrrolo[3,2,1-ij]quinoline]-2,2',5(1'H)-trione). Isolated yield 38.0%. As a reaction SMILES: [C-]#N.[K+].Cl.O.COC([CH:10]1[C:14]2([C:24]3=[C:25]4[C:20](=[CH:21][CH:22]=[CH:23]3)[CH2:19][CH2:18][CH2:17][N:16]4[C:15]2=[O:26])[C:13](=[O:27])[NH:12][C:11]1=[O:28])=O>CO>[C:14]12([CH2:10][C:11](=[O:28])[NH:12][C:13]1=[O:27])[C:24]1=[C:25]3[C:20](=[CH:21][CH:22]=[CH:23]1)[CH2:19][CH2:18][CH2:17][N:16]3[C:15]2=[O:26] |f:0.1|. Reported procedure: To a suspension of ethyl α-cyano-5,6-dihydro-2-oxo-Δ1,α -4H-pyrrolo[3,2,1-ij]quinolineacetate (8.47 g, 0.03 mole) in methanol (30 ml) was added potassium cyanide (2.93 g, 0.04 mole) and the mixture was stirred for 3 hours room temperature. The resultant solution was cooled to 0° C., saturated with hydrogen chloride gas and allowed to stand overnight. The mixture was warmed at 50° C. for an hour and refluxed for 4 hours. After cooling, an addition of water (30 ml) gave a viscous tar containing 4-...